Task: describe an organic reaction: reactants, conditions, products, and yield. Dataset: the Open Reaction Database (ORD), a public repository of structured organic reaction records Reactants: OC1=C(C=C(C=C1)CC(=O)NC1=CC(=CC=C1)C#CC1=CC=CC=C1)OC (4-hydroxy-3-methoxy-N-[3-(2-phenylethynyl)phenyl]-phenylacetamide), OC1=C(C=C(C=C1)CC(=O)NC1=CC(=CC=C1)C#CC1=CC=CC=C1)OC (4-hydroxy-3-methoxy-N-[3-(2-phenylethynyl)phenyl]-phenylacetamide), OC1=C(C=C(C=C1)CC(=O)NC1=C(C=CC=C1)C#CC1=CC=CC=C1)OC (4-hydroxy-3-methoxy-N-[2-(2-phenylethynyl)phenyl]phenylacetamide), OC1=C(C=C(C=C1)CC(=O)NC1=C(C=CC=C1)C#CC1=CC=CC=C1)OC (4-hydroxy-3-methoxy-N-[2-(2-phenylethynyl)phenyl]-phenylacetamide). The product is OC1=C(C=C(C=C1)CC(=O)NC1=C(C=CC=C1)\C=C/C1=CC=CC=C1)OC (4-hydroxy-3-methoxy-N-[2-[(Z)-2-phenylvinyl]phenyl]-phenylacetamide). As a reaction SMILES: OC1C=CC(CC(NC2C=CC=C(C#CC3C=CC=CC=3)C=2)=O)=CC=1OC.[OH:28][C:29]1[CH:34]=[CH:33][C:32]([CH2:35][C:36]([NH:38][C:39]2[CH:44]=[CH:43][CH:42]=[CH:41][C:40]=2[C:45]#[C:46][C:47]2[CH:52]=[CH:51][CH:50]=[CH:49][CH:48]=2)=[O:37])=[CH:31][C:30]=1[O:53][CH3:54]>>[OH:28][C:29]1[CH:34]=[CH:33][C:32]([CH2:35][C:36]([NH:38][C:39]2[CH:44]=[CH:43][CH:42]=[CH:41][C:40]=2/[CH:45]=[CH:46]\[C:47]2[CH:48]=[CH:49][CH:50]=[CH:51][CH:52]=2)=[O:37])=[CH:31][C:30]=1[O:53][CH3:54]. Reported procedure: Instead of 4-hydroxy-3-methoxy-N-[3-(2-phenylethynyl)phenyl]-phenylacetamide (the compound of Example 36) in Example 56, 4-hydroxy-3-methoxy-N-[2-(2-phenylethynyl)phenyl]phenylacetamide (the compound of Example 107) is treated in a similar manner to Example 56 to give the desired compound.